This data is from the Open Reaction Database (ORD), a public repository of structured organic reaction records. The task is: describe an organic reaction: reactants, conditions, products, and yield The product is FC(C(=O)O)(C(C1=NC=C(C=C1)C1=CC(=CC(=C1)NC1=NC=CC(=N1)C(F)(F)F)C)O)F (2,2-difluoro-3-hydroxy-3-[5-(3-methyl-5-{[4-(trifluoromethyl)pyrimidin-2-yl]amino}phenyl)pyridin-2-yl]propanoic acid). Starting materials: [OH-].[Na+] (Sodium hydroxide), CO (methanol), FC(C(=O)OCC)(C(C1=NC=C(C=C1)C1=CC(=CC(=C1)NC1=NC=CC(=N1)C(F)(F)F)C)O)F (ethyl 2,2-difluoro-3-hydroxy-3-[5-(3-methyl-5-{[4-(trifluoromethyl)pyrimidin-2-yl]amino}phenyl)pyridin-2-yl]propanoate). The solvent is C1CCOC1 (THF). Reported procedure: Sodium hydroxide (1 M, 0.190 mL, 0.190 mmol) and methanol (0.300 mL) were added to a solution of ethyl 2,2-difluoro-3-hydroxy-3-[5-(3-methyl-5-{[4-(trifluoromethyl)pyrimidin-2-yl]amino}phenyl)pyridin-2-yl]propanoate (17.8 mg, 0.037 mmol) in THF (0.500 mL). The mixture was stirred at 40° C. for 2 hours and then cooled to room temperature and the crude reaction mixture was directly purified by reverse phase HPLC to afford 2,2-difluoro-3-hydroxy-3-[5-(3-methyl-5-{[4-(trifluoromethyl)pyrimidin-2-yl]... Run at temperature 40 celsius, time 2 hour. RXN SMILES: [OH-].[Na+].CO.[F:5][C:6]([F:38])([CH:12]([OH:37])[C:13]1[CH:18]=[CH:17][C:16]([C:19]2[CH:24]=[C:23]([NH:25][C:26]3[N:31]=[C:30]([C:32]([F:35])([F:34])[F:33])[CH:29]=[CH:28][N:27]=3)[CH:22]=[C:21]([CH3:36])[CH:20]=2)=[CH:15][N:14]=1)[C:7]([O:9]CC)=[O:8]>C1COCC1>[F:38][C:6]([F:5])([CH:12]([OH:37])[C:13]1[CH:18]=[CH:17][C:16]([C:19]2[CH:24]=[C:23]([NH:25][C:26]3[N:31]=[C:30]([C:32]([F:33])([F:34])[F:35])[CH:29]=[CH:28][N:27]=3)[CH:22]=[C:21]([CH3:36])[CH:20]=2)=[CH:15][N:14]=1)[C:7]([OH:9])=[O:8] |f:0.1|. The reactants are C1(CC1)C(=O)N=C=S (1-Cyclopropanecarbonyl isothiocyanate), C1(CC1)C(=O)Cl (1-cyclopropanecarbonyl chloride), ClC=1C=C(N)C=CC1OC1=CC=NC2=CC(=C(C=C12)OC)OC (3-Chloro-4-[(6,7-dimethoxy-4-quinolyl)oxy]aniline), C1(=CC=CC=C1)C (toluene). Solvent: C(C)O (ethanol), C(C)O (ethanol). Conditions: time 2 hour. Yields the product C1(CC1)C(=O)N=C=S (1-Cyclopropanecarbonyl isothiocyanate), ClC=1C=C(C=CC1OC1=CC=NC2=CC(=C(C=C12)OC)OC)NC(=S)NC(=O)C1CC1 (N-{3-Chloro-4-[(6,7-dimethoxy-4-quinolyl)oxy]phenyl}-N′-cyclopropylcarbonylthiourea). The yield is 52.0%. RXN SMILES: C1(C(Cl)=O)CC1.[CH:7]1([C:10]([N:12]=[C:13]=[S:14])=[O:11])[CH2:9][CH2:8]1.[Cl:15][C:16]1[CH:17]=[C:18]([CH:20]=[CH:21][C:22]=1[O:23][C:24]1[C:33]2[C:28](=[CH:29][C:30]([O:36][CH3:37])=[C:31]([O:34][CH3:35])[CH:32]=2)[N:27]=[CH:26][CH:25]=1)[NH2:19].C1(C)C=CC=CC=1>C(O)C>[CH:7]1([C:10]([N:12]=[C:13]=[S:14])=[O:11])[CH2:9][CH2:8]1.[Cl:15][C:16]1[CH:17]=[C:18]([NH:19][C:13]([NH:12][C:10]([CH:7]2[CH2:9][CH2:8]2)=[O:11])=[S:14])[CH:20]=[CH:21][C:22]=1[O:23][C:24]1[C:33]2[C:28](=[CH:29][C:30]([O:36][CH3:37])=[C:31]([O:34][CH3:35])[CH:32]=2)[N:27]=[CH:26][CH:25]=1. Procedure: 1-Cyclopropanecarbonyl isothiocyanate was prepared using commercially available 1-cyclopropanecarbonyl chloride (80 mg) as a starting compound according to the description of the literature. 1-Cyclopropanecarbonyl isothiocyanate was dissolved in ethanol (1 ml) to prepare a solution. 3-Chloro-4-[(6,7-dimethoxy-4-quinolyl)oxy]aniline (50 mg), toluene (5 ml), and ethanol (1 ml) were added to the solution, and the mixture was stirred at room temperature for 2 hr. The reaction solution was concentrat... The reactants are CC(C)(C)OC(=O)N1CCC(C(=O)O)(c2ccccc2)CC1, NCCN1CCOCC1. The product is CC(C)(C)OC(=O)N1CCC(C(=O)NCCN2CCOCC2)(c2ccccc2)CC1. Reaction SMILES: [C:1]([CH3:2])([CH3:3])([CH3:4])[O:5][C:6](=[O:7])[N:8]1[CH2:9][CH2:10][C:11]([C:14](=[O:15])[OH:16])([c:17]2[cH:18][cH:19][cH:20][cH:21][cH:22]2)[CH2:12][CH2:13]1.[O:23]1[CH2:24][CH2:25][N:26]([CH2:29][CH2:30][NH2:31])[CH2:27][CH2:28]1>>[C:1]([CH3:2])([CH3:3])([CH3:4])[O:5][C:6](=[O:7])[N:8]1[CH2:9][CH2:10][C:11]([C:14](=[O:15])[NH:31][CH2:30][CH2:29][N:26]2[CH2:25][CH2:24][O:23][CH2:28][CH2:27]2)([c:17]2[cH:18][cH:19][cH:20][cH:21][cH:22]2)[CH2:12][CH2:13]1.